From a dataset of the Open Reaction Database (ORD), a public repository of structured organic reaction records. describe an organic reaction: reactants, conditions, products, and yield RXN SMILES: [Br-:25].[K+:26].[NH2:1][c:2]1[s:3][cH:4][c:5]([C:7]([C:8](=[O:9])[O:10][CH2:11][CH3:12])=[N:13][O:14][CH:15]2[CH2:16][CH:17]3[CH2:18][CH2:19][CH2:20][CH2:21][CH:22]3[CH2:23][CH2:24]2)[n:6]1>>[NH2:1][c:2]1[s:3][cH:4][c:5]([C:7]([C:8](=[O:9])[OH:10])=[N:13][O:14][CH:15]2[CH2:16][CH:17]3[CH2:18][CH2:19][CH2:20][CH2:21][CH:22]3[CH2:23][CH2:24]2)[n:6]1. The reactants are [Br-], [K+], CCOC(=O)C(=NOC1CCC2CCCCC2C1)c1csc(N)n1. Product: Nc1nc(C(=NOC2CCC3CCCCC3C2)C(=O)O)cs1. Starting materials: C(C)(C)(C)OC(=O)N1CC(C(CC1)=O)=CN(C)C (tert-butyl-3-((dimethylamino)methylene)-4-oxopiperidine-1-carboxylate), COC1=CC=C(CN2N=CC=C2N)C=C1 (1-(4-methoxybenzyl)-1H-pyrazol-5-amine). Run at temperature 130 celsius. The product is COC1=CC=C(CN2N=CC3=C2N=CC=2CN(CCC32)C(=O)OC(C)(C)C)C=C1 (tert-butyl 3-(4-methoxybenzyl)-8,9-dihydro-3H-pyrazolo[3,4-c][2,7]naphthyridine-7(6H)-carboxylate), solid. The yield is 22.0%. Reaction SMILES: [C:1]([O:5][C:6]([N:8]1[CH2:13][CH2:12][C:11](=O)[C:10](=[CH:15][N:16]([CH3:18])C)[CH2:9]1)=[O:7])([CH3:4])([CH3:3])[CH3:2].[CH3:19][O:20][C:21]1[CH:33]=[CH:32][C:24]([CH2:25][N:26]2C(N)=[CH:29][CH:28]=[N:27]2)=[CH:23][CH:22]=1>>[CH3:19][O:20][C:21]1[CH:33]=[CH:32][C:24]([CH2:25][N:26]2[C:18]3[N:16]=[CH:15][C:10]4[CH2:9][N:8]([C:6]([O:5][C:1]([CH3:2])([CH3:3])[CH3:4])=[O:7])[CH2:13][CH2:12][C:11]=4[C:29]=3[CH:28]=[N:27]2)=[CH:23][CH:22]=1. Procedure details: A mixture of tert-butyl-3-((dimethylamino)methylene)-4-oxopiperidine-1-carboxylate (10.2 g, 40.15 mmol) and 1-(4-methoxybenzyl)-1H-pyrazol-5-amine (8.55 g, 42.16 mmol) were heated at 130° C. for 48 hours. The reaction mixture was cooled and the crude product was purified by flash column chromatography (SiO2, gradient from 100% CH2Cl2 to 5% MeOH in CH2Cl2) to give the desired product tert-butyl 3-(4-methoxybenzyl)-8,9-dihydro-3H-pyrazolo[3,4-c][2,7]naphthyridine-7(6H)-carboxylate as an off white ... Starting materials: [OH-].[Na+] (NaOH), C(#N)C1=CC=C(C=C1)C(CCCN1CC2CN(CC(C1)C2)C(=O)OC(C)(C)C)OC2=CC=C(C=C2)OC2OCCCC2 (tert-Butyl 7-{4-(4-cyanophenyl)-4-[4-(tetrahydro-2H-pyran-2-yloxy)-phenoxy]butyl}-3,7-diazabicyclo[3.3.1]nonane-3-carboxylate), O (H2O), C(C)(=O)O (acetic acid). Solvent: C1CCOC1 (THF). Run at temperature 35 celsius, time 2 day. Yields the product C(#N)C1=CC=C(C=C1)C(CCCN1CC2CN(CC(C1)C2)C(=O)OC(C)(C)C)OC2=CC=C(C=C2)O (tert-Butyl 7-[4-(4-cyanophenyl)-4-(4-hydroxyphenoxy)butyl]-3,7-diazabicyclo [3.3.1]nonane-3-carboxylate). Isolated yield 72.7%. Reaction SMILES: [C:1]([C:3]1[CH:8]=[CH:7][C:6]([CH:9]([O:29][C:30]2[CH:35]=[CH:34][C:33]([O:36]C3CCCCO3)=[CH:32][CH:31]=2)[CH2:10][CH2:11][CH2:12][N:13]2[CH2:20][CH:19]3[CH2:21][CH:15]([CH2:16][N:17]([C:22]([O:24][C:25]([CH3:28])([CH3:27])[CH3:26])=[O:23])[CH2:18]3)[CH2:14]2)=[CH:5][CH:4]=1)#[N:2].C(O)(=O)C.O.[OH-].[Na+]>C1COCC1>[C:1]([C:3]1[CH:8]=[CH:7][C:6]([CH:9]([O:29][C:30]2[CH:31]=[CH:32][C:33]([OH:36])=[CH:34][CH:35]=2)[CH2:10][CH2:11][CH2:12][N:13]2[CH2:14][CH:15]3[CH2:21][CH:19]([CH2:18][N:17]([C:22]([O:24][C:25]([CH3:28])([CH3:27])[CH3:26])=[O:23])[CH2:16]3)[CH2:20]2)=[CH:5][CH:4]=1)#[N:2] |f:3.4|. Procedure details: tert-Butyl 7-{4-(4-cyanophenyl)-4-[4-(tetrahydro-2H-pyran-2-yloxy)-phenoxy]butyl}-3,7-diazabicyclo[3.3.1]nonane-3-carboxylate (from step (iv) above; 2.33 g; 4.0 mmol), was dissolved in THF (40 mL), acetic acid (20 mL) and H2O (10 mL). The mixture was stirred at 35° C. for 2 days. The mixture was made basic with 10 M NaOH (whilst cooling). Extraction with DCM, separation of the organic layer, evaporation of the solvent and chromatography on silica (CH3CN) gave 1.43 g (72%) of the title compound. Starting materials: COC1=CC=C(\C=N\NC(=O)OC(C)(C)C)C=C1 ((E)-tert-butyl 2-(4-methoxybenzylidene)hydrazinecarboxylate), [H][H] (hydrogen), [H][H] (hydrogen). The reagents and catalysts are [Pd] (palladium on carbon). Run in O1CCCC1 (tetrahydrofuran), CC(OCC)=O (EA). The product is COC1=CC=C(CNNC(=O)OC(C)(C)C)C=C1 (tert-Butyl 2-(4-methoxybenzyl)hydrazinecarboxylate). The yield is 104.3%. As a reaction SMILES: [CH3:1][O:2][C:3]1[CH:18]=[CH:17][C:6](/[CH:7]=[N:8]/[NH:9][C:10]([O:12][C:13]([CH3:16])([CH3:15])[CH3:14])=[O:11])=[CH:5][CH:4]=1.[H][H]>[Pd].CC(=O)OCC.O1CCCC1>[CH3:1][O:2][C:3]1[CH:4]=[CH:5][C:6]([CH2:7][NH:8][NH:9][C:10]([O:12][C:13]([CH3:14])([CH3:16])[CH3:15])=[O:11])=[CH:17][CH:18]=1. Procedure details: Add 10% palladium on carbon (water wet, 20 g) slurried in EA (100 mL) to a sealed pressure reactor via vacuum transfer. Rinse transfer line with a minimal amount of EA. Charge (E)-tert-butyl 2-(4-methoxybenzylidene)hydrazinecarboxylate (320 g, 1.28 mol) dissolved in tetrahydrofuran (THF, 1000 mL) via vacuum transfer and rinse line with a minimal amount of THF. Pressurize the reactor to 50 PSI with H2 and mix the contents of the reactor at 20±10° C. Continue the reaction, maintaining the hydrogen... The reactants are CCOC(=O)CC(=O)OCC, CC[O-], CCO, C=Cc1ccncc1, Cl, [Na+], O. Product: CCOC(=O)C(CCc1ccncc1)C(=O)OCC. Reaction SMILES: [C:1]([CH2:2][C:3](=[O:4])[O:5][CH2:6][CH3:7])(=[O:8])[O:9][CH2:10][CH3:11].[CH3:13][CH2:14][O-:15].[CH3:25][CH2:26][OH:27].[CH:16](=[CH2:17])[c:18]1[cH:19][cH:20][n:21][cH:22][cH:23]1.[ClH:24].[Na+:12].[OH2:28]>>[C:1]([CH:2]([C:3](=[O:4])[O:5][CH2:6][CH3:7])[CH2:17][CH2:16][c:18]1[cH:19][cH:20][n:21][cH:22][cH:23]1)(=[O:8])[O:9][CH2:10][CH3:11]. Reactants: ClC=1C=C(C=CC1F)NC1=NC=NC2=CC(=C(C=C12)N)C#CC1COCC1 (N4-(3-chloro-4-fluorophenyl)-7-(2-(tetrahydrofuran-3-yl)ethynyl)quinazoline-4,6-diamine), C(#C)[C@H]1OCCC1 ((S)-2-ethynyl-tetrahydrofuran), C(#C)[C@H]1OCCC1 ((S)-2-ethynyl-tetrahydrofuran), C(#C)[C@H]1OCCC1 ((S)-2-ethynyl-tetrahydrofuran). The product is ClC=1C=C(C=CC1F)NC1=NC=NC2=CC(=C(C=C12)N)C#C[C@H]1OCCC1 (N4-(3-Chloro-4-fluorophenyl)-7-(2-((S)-tetrahydrofuran-2-yl)ethynyl)quinazoline-4,6-diamine). As a reaction SMILES: [Cl:1][C:2]1[CH:3]=[C:4]([NH:9][C:10]2[C:19]3[C:14](=[CH:15][C:16]([C:21]#[C:22]C4CCOC4)=[C:17]([NH2:20])[CH:18]=3)[N:13]=[CH:12][N:11]=2)[CH:5]=[CH:6][C:7]=1[F:8].C([C@@H:30]1[CH2:34][CH2:33][CH2:32][O:31]1)#C>>[Cl:1][C:2]1[CH:3]=[C:4]([NH:9][C:10]2[C:19]3[C:14](=[CH:15][C:16]([C:21]#[C:22][C@@H:30]4[CH2:34][CH2:33][CH2:32][O:31]4)=[C:17]([NH2:20])[CH:18]=3)[N:13]=[CH:12][N:11]=2)[CH:5]=[CH:6][C:7]=1[F:8]. Reported procedure: Compound 2.3 was prepared with the same procedure as the preparation of Compound 1.2, using (S)-2-ethynyl-tetrahydrofuran (Compound 2.2) instead of (S)-2-ethynyl-tetrahydrofuran (Compound 1.1). MS (ESI) m/z=383 (M+1). Starting materials: O=C(O)CC1CCc2cc(Br)cc3[nH]c(=O)c(=O)n1c23, COC(=O)CCCc1cc(CNC(=O)OC(C)(C)C)ccc1N. Yields the product COC(=O)CCCc1cc(CNC(=O)OC(C)(C)C)ccc1NC(=O)CC1CCc2cc(Br)cc3[nH]c(=O)c(=O)n1c23. RXN SMILES: [Br:24][c:25]1[cH:26][c:27]2[c:28]3[n:29]([c:30](=[O:36])[c:31](=[O:35])[nH:32][c:33]3[cH:34]1)[CH:37]([CH2:40][C:41](=[O:42])[OH:43])[CH2:38][CH2:39]2.[C:1]([CH3:2])([CH3:3])([CH3:4])[O:5][C:6](=[O:7])[NH:8][CH2:9][c:10]1[cH:11][c:12]([CH2:17][CH2:18][CH2:19][C:20](=[O:21])[O:22][CH3:23])[c:13]([NH2:14])[cH:15][cH:16]1>>[C:1]([CH3:2])([CH3:3])([CH3:4])[O:5][C:6](=[O:7])[NH:8][CH2:9][c:10]1[cH:11][c:12]([CH2:17][CH2:18][CH2:19][C:20](=[O:21])[O:22][CH3:23])[c:13]([NH:14][C:41]([CH2:40][CH:37]2[n:29]3[c:28]4[c:27]([cH:26][c:25]([Br:24])[cH:34][c:33]4[nH:32][c:31](=[O:35])[c:30]3=[O:36])[CH2:39][CH2:38]2)=[O:42])[cH:15][cH:16]1. Reactants: step-ii, C([O-])([O-])=O.[K+].[K+] (potassium carbonate), FC=1C=C(CN2N=C(C(=C2C)C2=CN(C3=NC=C(C=C32)C3=CC(=CC=C3)N3CCNCC3)S(=O)(=O)C3=CC=C(C)C=C3)C)C=CC1 (3-(1-(3-fluorobenzyl)-3,5-dimethyl-1H-pyrazol-4-yl)-5-(3-(piperazin-1-yl)phenyl)-1-tosyl-1H-pyrrolo[2,3-b]pyridine), BrCCO (2-bromoethanol). The solvent is CN(C)C=O (DMF). Product: FC=1C=C(CN2N=C(C(=C2C)C2=CN(C3=NC=C(C=C32)C=3C=C(C=CC3)N3CCN(CC3)CCO)S(=O)(=O)C3=CC=C(C)C=C3)C)C=CC1 (2-(4-(3-(3-(1-(3-fluorobenzyl)-3,5-dimethyl-1H-pyrazol-4-yl)-1-tosyl-1H-pyrrolo[2,3-b]pyridin-5-yl)phenyl)piperazin-1-yl)ethanol). Isolated yield 85.0%. As a reaction SMILES: [F:1][C:2]1[CH:3]=[C:4]([CH:44]=[CH:45][CH:46]=1)[CH2:5][N:6]1[C:10]([CH3:11])=[C:9]([C:12]2[C:20]3[C:15](=[N:16][CH:17]=[C:18]([C:21]4[CH:26]=[CH:25][CH:24]=[C:23]([N:27]5[CH2:32][CH2:31][NH:30][CH2:29][CH2:28]5)[CH:22]=4)[CH:19]=3)[N:14]([S:33]([C:36]3[CH:42]=[CH:41][C:39]([CH3:40])=[CH:38][CH:37]=3)(=[O:35])=[O:34])[CH:13]=2)[C:8]([CH3:43])=[N:7]1.Br[CH2:48][CH2:49][OH:50].C(=O)([O-])[O-].[K+].[K+]>CN(C=O)C>[F:1][C:2]1[CH:3]=[C:4]([CH:44]=[CH:45][CH:46]=1)[CH2:5][N:6]1[C:10]([CH3:11])=[C:9]([C:12]2[C:20]3[C:15](=[N:16][CH:17]=[C:18]([C:21]4[CH:22]=[C:23]([N:27]5[CH2:28][CH2:29][N:30]([CH2:48][CH2:49][OH:50])[CH2:31][CH2:32]5)[CH:24]=[CH:25][CH:26]=4)[CH:19]=3)[N:14]([S:33]([C:36]3[CH:37]=[CH:38][C:39]([CH3:40])=[CH:41][CH:42]=3)(=[O:34])=[O:35])[CH:13]=2)[C:8]([CH3:43])=[N:7]1 |f:2.3.4|. Procedure: Using the same reaction conditions as described in step-ii of example-35, 3-(1-(3-fluorobenzyl)-3,5-dimethyl-1H-pyrazol-4-yl)-5-(3-(piperazin-1-yl)phenyl)-1-tosyl-1H-pyrrolo[2,3-b]pyridine (70 mg, 0.104 mmol) was alkylated with 2-bromoethanol (13 mg, 0.104 mmol) using potassium carbonate (73 mg, 0.522 mmol), DMF (2 ml) to yield 60 mg (84.5%) of the titled compound. MS: m/z=679.3 (M+1). Reactants: ClC1=NC=C(C(=C1)I)C(F)(F)F (2-chloro-4-iodo-5-(trifluoromethyl)pyridine), N1=C(N=CC=C1)C1=C(N)C=CC=C1 (2-(pyrimidin-2-yl)aniline), CC1(C2=C(C(=CC=C2)P(C3=CC=CC=C3)C4=CC=CC=C4)OC5=C(C=CC=C51)P(C6=CC=CC=C6)C7=CC=CC=C7)C (xantphos), C([O-])([O-])=O.[Cs+].[Cs+] (cesium carbonate). Reagents/catalysts: C=1C=CC(=CC1)/C=C/C(=O)/C=C/C2=CC=CC=C2.C=1C=CC(=CC1)/C=C/C(=O)/C=C/C2=CC=CC=C2.C=1C=CC(=CC1)/C=C/C(=O)/C=C/C2=CC=CC=C2.[Pd].[Pd] (Pd2(dba)3). Solvent: O1CCOCC1 (dioxane). Conditions: temperature 130 celsius. Yields the product ClC1=NC=C(C(=C1)NC1=C(C=CC=C1)C1=NC=CC=N1)C(F)(F)F (2-Chloro-N-(2-(pyrimidin-2-yl)phenyl)-5-(trifluoromethyl)pyridin-4-amine). Reaction SMILES: [Cl:1][C:2]1[CH:7]=[C:6](I)[C:5]([C:9]([F:12])([F:11])[F:10])=[CH:4][N:3]=1.[N:13]1[CH:18]=[CH:17][CH:16]=[N:15][C:14]=1[C:19]1[CH:25]=[CH:24][CH:23]=[CH:22][C:20]=1[NH2:21].CC1(C)C2C(=C(P(C3C=CC=CC=3)C3C=CC=CC=3)C=CC=2)OC2C(P(C3C=CC=CC=3)C3C=CC=CC=3)=CC=CC1=2.C(=O)([O-])[O-].[Cs+].[Cs+]>O1CCOCC1.C1C=CC(/C=C/C(/C=C/C2C=CC=CC=2)=O)=CC=1.C1C=CC(/C=C/C(/C=C/C2C=CC=CC=2)=O)=CC=1.C1C=CC(/C=C/C(/C=C/C2C=CC=CC=2)=O)=CC=1.[Pd].[Pd]>[Cl:1][C:2]1[CH:7]=[C:6]([NH:21][C:20]2[CH:22]=[CH:23][CH:24]=[CH:25][C:19]=2[C:14]2[N:13]=[CH:18][CH:17]=[CH:16][N:15]=2)[C:5]([C:9]([F:12])([F:11])[F:10])=[CH:4][N:3]=1 |f:3.4.5,7.8.9.10.11|. Procedure: The mixture of 2-chloro-4-iodo-5-(trifluoromethyl)pyridine (142 mg, 0.46 mmol), 2-(pyrimidin-2-yl)aniline (78 mg, 0.46 mmol), Pd2(dba)3 (23 mg, 0.025 mmol), xantphos (23 mg, 0.040 mmol) and cesium carbonate (325 mg, 1.0 mmol) in dioxane (4.5 ml) was microwave heated in a Biotage Initiator microwave synthesizer at 130° C. for 30′. The solvent was removed and the residue was purified by preparative HPLC (0.1% TFA in water/acetonitrile gradient) to yield the title compound. The product is N#Cc1nnc2n1-c1ccc(Cl)cc1C(c1ccccc1)=NC2. The reactants are ClCCCl, CN(C)C=O, O=P(Cl)(Cl)Cl, NC(=O)c1nnc2n1-c1ccc(Cl)cc1C(c1ccccc1)=NC2. As a reaction SMILES: [CH2:30]([Cl:31])[CH2:32][Cl:33].[CH3:34][N:35]([CH3:36])[CH:37]=[O:38].[P:1]([Cl:2])([Cl:3])([Cl:4])=[O:5].[c:6]1([C:12]2=[N:13][CH2:14][c:15]3[n:16]([c:24]([C:27](=[O:28])[NH2:29])[n:25][n:26]3)-[c:17]3[c:18]2[cH:19][c:20]([Cl:23])[cH:21][cH:22]3)[cH:7][cH:8][cH:9][cH:10][cH:11]1>>[c:6]1([C:12]2=[N:13][CH2:14][c:15]3[n:16]([c:24]([C:27]#[N:29])[n:25][n:26]3)-[c:17]3[c:18]2[cH:19][c:20]([Cl:23])[cH:21][cH:22]3)[cH:7][cH:8][cH:9][cH:10][cH:11]1.